This data is from the Open Reaction Database (ORD), a public repository of structured organic reaction records. The task is: describe an organic reaction: reactants, conditions, products, and yield Reactants: COC=1C=C(CC2N(CCC3=C(C=CC(=C23)OC)O)CC(=O)NCC2=NC=CC=C2)C=CC1OC (2-[1-(3,4-dimethoxy-benzyl)-5-hydroxy-8-methoxy-3,4-dihydro-1H-isoquinolin-2-yl]-N-(pyridin-2-yl-methyl)-acetamide), BrCC(C)C (1-bromo-2-methyl-propane). The product is COC=1C=C(CC2N(CCC3=C(C=CC(=C23)OC)OCC(C)C)CC(=O)NCC2=NC=CC=C2)C=CC1OC (2-[1-(3,4-dimethoxy-benzyl)-5-isobutoxy-8-methoxy-3,4-dihydro-1H-isoquinolin-2-yl]-N-(pyridin-2-yl-methyl)-acetamide). RXN SMILES: [CH3:1][O:2][C:3]1[CH:4]=[C:5]([CH:31]=[CH:32][C:33]=1[O:34][CH3:35])[CH2:6][CH:7]1[C:16]2[C:11](=[C:12]([OH:19])[CH:13]=[CH:14][C:15]=2[O:17][CH3:18])[CH2:10][CH2:9][N:8]1[CH2:20][C:21]([NH:23][CH2:24][C:25]1[CH:30]=[CH:29][CH:28]=[CH:27][N:26]=1)=[O:22].Br[CH2:37][CH:38]([CH3:40])[CH3:39]>>[CH3:1][O:2][C:3]1[CH:4]=[C:5]([CH:31]=[CH:32][C:33]=1[O:34][CH3:35])[CH2:6][CH:7]1[C:16]2[C:11](=[C:12]([O:19][CH2:37][CH:38]([CH3:40])[CH3:39])[CH:13]=[CH:14][C:15]=2[O:17][CH3:18])[CH2:10][CH2:9][N:8]1[CH2:20][C:21]([NH:23][CH2:24][C:25]1[CH:30]=[CH:29][CH:28]=[CH:27][N:26]=1)=[O:22]. Procedure: prepared by reaction of 2-[1-(3,4-dimethoxy-benzyl)-5-hydroxy-8-methoxy-3,4-dihydro-1H-isoquinolin-2-yl]-N-(pyridin-2-yl-methyl)-acetamide with 1-bromo-2-methyl-propane The reactants are CC1(C(NC(N1)=O)=O)C1=CC=C(C=C1)OC(C)C (5-Methyl-5-[4-(1-methylethoxy)phenyl]imidazolidine-2,4-dione), C1(=CC=CC=C1)P(C1=CC=CC=C1)C1=CC=CC=C1 (triphenylphosphine), N(=NC(=O)[O-])C(=O)OCC (ethyl azodicarboxylate), FC(C(C(F)(F)F)(OCOC)C1=CC(=C(C=C1)OCCCC(C)O)CCC)(F)F (5-[4-[1,1,1,3,3,3-hexafluoro-2-(methoxymethyl)oxypropan-2-yl]-2-propylphenyloxy]pentan-2-ol). Solvent: C1(=CC=CC=C1)C (toluene), O1CCCC1 (tetrahydrofuran). Product: FC(C(C(F)(F)F)(O)C1=CC(=C(C=C1)OCCCC(C)N1C(NC(C1=O)(C1=CC=C(C=C1)OC(C)C)C)=O)CCC)(F)F (3-[4-[4-(1,1,1,3,3,3-hexafluoro-2-hydroxypropan-2-yl)-2-propylphenyloxy]-1-methylbutyl]-5-methyl-5-[4-(1-methylethoxy)phenyl]imidazolidine-2,4-dione). Isolated yield 88.5%. RXN SMILES: [CH3:1][C:2]1([C:9]2[CH:14]=[CH:13][C:12]([O:15][CH:16]([CH3:18])[CH3:17])=[CH:11][CH:10]=2)[NH:6][C:5](=[O:7])[NH:4][C:3]1=[O:8].C1(P(C2C=CC=CC=2)C2C=CC=CC=2)C=CC=CC=1.N(C(OCC)=O)=NC([O-])=O.[F:48][C:49]([F:76])([F:75])[C:50]([C:59]1[CH:64]=[CH:63][C:62]([O:65][CH2:66][CH2:67][CH2:68][CH:69](O)[CH3:70])=[C:61]([CH2:72][CH2:73][CH3:74])[CH:60]=1)([O:55]COC)[C:51]([F:54])([F:53])[F:52]>C1(C)C=CC=CC=1.O1CCCC1>[F:48][C:49]([F:75])([F:76])[C:50]([C:59]1[CH:64]=[CH:63][C:62]([O:65][CH2:66][CH2:67][CH2:68][CH:69]([N:4]2[C:3](=[O:8])[C:2]([CH3:1])([C:9]3[CH:14]=[CH:13][C:12]([O:15][CH:16]([CH3:18])[CH3:17])=[CH:11][CH:10]=3)[NH:6][C:5]2=[O:7])[CH3:70])=[C:61]([CH2:72][CH2:73][CH3:74])[CH:60]=1)([OH:55])[C:51]([F:52])([F:54])[F:53]. Procedure details: 5-Methyl-5-[4-(1-methylethoxy)phenyl]imidazolidine-2,4-dione (25.8 mg), triphenylphosphine (22.8 mg) and a solution of ethyl azodicarboxylate in toluene (2.2 mol/L, 34.7 μL) were added to a mixed solution of 5-[4-[1,1,1,3,3,3-hexafluoro-2-(methoxymethyl)oxypropan-2-yl]-2-propylphenyloxy]pentan-2-ol (15.0 mg, 34.7 μmol) in tetrahydrofuran (1 mL) at room temperature. After completion of the reaction, the solvent was evaporated, and the residue was purified by silica gel column chromatography (hexa...